From a dataset of the Open Reaction Database (ORD), a public repository of structured organic reaction records. describe an organic reaction: reactants, conditions, products, and yield The reactants are COC(=O)C(C)n1c(C)cc2c(C(F)(F)F)c(C#N)ccc21, C1CCOC1, CC(C)(C)[O-], CI, [K+]. Yields the product COC(=O)C(C)(C)n1c(C)cc2c(C(F)(F)F)c(C#N)ccc21. RXN SMILES: [C:1](#[N:2])[c:3]1[c:4]([C:19]([F:20])([F:21])[F:22])[c:5]2[cH:6][c:7]([CH3:18])[n:8]([CH:12]([C:13](=[O:14])[O:15][CH3:16])[CH3:17])[c:9]2[cH:10][cH:11]1.[CH2:31]1[O:32][CH2:33][CH2:34][CH2:35]1.[CH3:25][C:26]([CH3:27])([O-:28])[CH3:29].[I:23][CH3:24].[K+:30]>>[C:1](#[N:2])[c:3]1[c:4]([C:19]([F:20])([F:21])[F:22])[c:5]2[cH:6][c:7]([CH3:18])[n:8]([C:12]([C:13](=[O:14])[O:15][CH3:16])([CH3:17])[CH3:25])[c:9]2[cH:10][cH:11]1.